Dataset: the Open Reaction Database (ORD), a public repository of structured organic reaction records. Task: describe an organic reaction: reactants, conditions, products, and yield Reactants: O=C(O)C(O)C(O)C(=O)O, CCN=C=NCCCN(C)C, Cc1nc(-c2ccc(C(F)(F)F)cc2)sc1C(=O)O, CCOC(C)=O, CCOCC, CCOC(=O)c1cc(C2CCCNC2)ccc1C. The product is CCOC(=O)c1cc(C2CCCN(C(=O)c3sc(-c4ccc(C(F)(F)F)cc4)nc3C)C2)ccc1C. Reaction SMILES: [C:1]([OH:2])(=[O:3])[CH:4]([CH:5]([C:6]([OH:7])=[O:8])[OH:9])[OH:10].[CH3:29][N:30]([CH3:31])[CH2:32][CH2:33][CH2:34][N:35]=[C:36]=[N:37][CH2:38][CH3:39].[CH3:40][c:41]1[n:42][c:43](-[c:49]2[cH:50][cH:51][c:52]([C:55]([F:56])([F:57])[F:58])[cH:53][cH:54]2)[s:44][c:45]1[C:46](=[O:47])[OH:48].[CH3:59][CH2:60][O:61][C:62](=[O:63])[CH3:64].[CH3:65][CH2:66][O:67][CH2:68][CH3:69].[NH:11]1[CH2:12][CH:13]([c:17]2[cH:18][cH:19][c:20]([CH3:28])[c:21]([C:22](=[O:23])[O:24][CH2:25][CH3:26])[cH:27]2)[CH2:14][CH2:15][CH2:16]1>>[N:11]1([C:46]([c:45]2[c:41]([CH3:40])[n:42][c:43](-[c:49]3[cH:50][cH:51][c:52]([C:55]([F:56])([F:57])[F:58])[cH:53][cH:54]3)[s:44]2)=[O:47])[CH2:12][CH:13]([c:17]2[cH:18][cH:19][c:20]([CH3:28])[c:21]([C:22](=[O:23])[O:24][CH2:25][CH3:26])[cH:27]2)[CH2:14][CH2:15][CH2:16]1. Starting materials: COC(=O)c1ccc(C=O)cc1, O, OCCO, Cc1ccccc1C. The product is COC(=O)c1ccc(C2OCCO2)cc1. RXN SMILES: [CH:1](=[O:2])[c:3]1[cH:4][cH:5][c:6]([C:7](=[O:8])[O:9][CH3:10])[cH:11][cH:12]1.[OH2:25].[OH:13][CH2:14][CH2:15][OH:16].[c:17]1([CH3:18])[c:19]([CH3:20])[cH:21][cH:22][cH:23][cH:24]1>>[CH:1]1([c:3]2[cH:4][cH:5][c:6]([C:7](=[O:8])[O:9][CH3:10])[cH:11][cH:12]2)[O:13][CH2:14][CH2:15][O:16]1. The reactants are ClC1=NSN=C1I (3-chloro-4-iodo-1,2,5-thiadiazole), C(CCC)[Sn](C=1C=NC=CC1)(CCCC)CCCC (tributyl-(3-pyridyl)stannane), C=1C=CC(=CC1)/C=C/C(=O)/C=C/C2=CC=CC=C2.C=1C=CC(=CC1)/C=C/C(=O)/C=C/C2=CC=CC=C2.C=1C=CC(=CC1)/C=C/C(=O)/C=C/C2=CC=CC=C2.[Pd].[Pd] (Pd2dba3). The reagents and catalysts are C=1C=CC(=CC1)/C=C/C(=O)/C=C/C2=CC=CC=C2.C=1C=CC(=CC1)/C=C/C(=O)/C=C/C2=CC=CC=C2.C=1C=CC(=CC1)/C=C/C(=O)/C=C/C2=CC=CC=C2.[Pd].[Pd] (Pd2(dba)3). Solvent: C1(=CC=CC=C1)C (toluene). Product: Pd(CH3CN)2Cl2, CC(=O)[O-].CC(=O)[O-].[Pd+2] (Pd(OAc)2). The yield is 76.0%. RXN SMILES: ClC1C(I)=NSN=1.C([Sn](CCCC)(CCCC)C1C=NC=CC=1)CCC.C1C=CC(/C=C/[C:35](/[CH:37]=C/C2C=CC=CC=2)=[O:36])=CC=1.C1C=CC(/C=C/[C:53](/[CH:55]=C/C2C=CC=CC=2)=[O:54])=CC=1.C1C=CC(/C=C/C(/C=C/C2C=CC=CC=2)=[O:72])=CC=1.[Pd:81].[Pd]>C1(C)C=CC=CC=1.C1C=CC(/C=C/C(/C=C/C2C=CC=CC=2)=O)=CC=1.C1C=CC(/C=C/C(/C=C/C2C=CC=CC=2)=O)=CC=1.C1C=CC(/C=C/C(/C=C/C2C=CC=CC=2)=O)=CC=1.[Pd].[Pd]>[CH3:37][C:35]([O-:54])=[O:36].[CH3:55][C:53]([O-:72])=[O:54].[Pd+2:81] |f:2.3.4.5.6,8.9.10.11.12,13.14.15|. Reported procedure: To a solution of 3-chloro-4-iodo-1,2,5-thiadiazole (62 mg, 0.25 mmol) in toluene (1 ml) under nitrogen is added tributyl-(3-pyridyl)stannane (92 mg, 0.25 mmol) and Pd2dba3 (5.7 mg, 5%mol). The resulting mixture is heated to reflux for 2 hours. A 76% yield was measured by quantitative HPLC, TLC (Hexane8/EtOAc2): only product. Similar results were obtained with 2% of Pd2(dba)3 as catalyst as well with Pd(CH3CN)2Cl2 or Pd(OAc)2.